This data is from the Open Reaction Database (ORD), a public repository of structured organic reaction records. The task is: describe an organic reaction: reactants, conditions, products, and yield The reactants are CC(=O)OC(C)=O, CC(C)(C)c1cc(N)no1, O. Product: CC(=O)Nc1cc(C(C)(C)C)on1. RXN SMILES: [CH3:11][C:12](=[O:13])[O:14][C:15](=[O:16])[CH3:17].[NH2:1][c:2]1[n:3][o:4][c:5]([C:7]([CH3:8])([CH3:9])[CH3:10])[cH:6]1.[OH2:18]>>[NH:1]([c:2]1[n:3][o:4][c:5]([C:7]([CH3:8])([CH3:9])[CH3:10])[cH:6]1)[C:12]([CH3:11])=[O:13]. Reactants: COC(=O)c1nccnc1Br, C[O-], CO, [Na+]. The product is COC(=O)c1nccnc1OC. As a reaction SMILES: [Br:1][c:2]1[c:3]([C:8](=[O:9])[O:10][CH3:11])[n:4][cH:5][cH:6][n:7]1.[CH3:12][O-:13].[CH3:15][OH:16].[Na+:14]>>[c:2]1([O:13][CH3:12])[c:3]([C:8](=[O:9])[O:10][CH3:11])[n:4][cH:5][cH:6][n:7]1. Starting materials: C(C)N(C1=NC(=CC(=N1)N1CCNCC1)Cl)CC (2-diethylamino-4-piperazino-6-chloropyrimidine). The solvent is O (water). Product: C(C)N(C1=NC(=CC(=N1)N1CCNCC1)N1CCN(CC1)C)CC (4-[2-(Diethylamino)-6-(4-methyl-1-piperazinyl)-4-pyrimidinyl]piperazine). Reaction SMILES: [CH2:1]([N:3]([CH2:17][CH3:18])[C:4]1[N:9]=[C:8]([N:10]2[CH2:15][CH2:14][NH:13][CH2:12][CH2:11]2)[CH:7]=[C:6](Cl)[N:5]=1)[CH3:2]>O>[CH2:1]([N:3]([CH2:17][CH3:18])[C:4]1[N:9]=[C:8]([N:10]2[CH2:15][CH2:14][NH:13][CH2:12][CH2:11]2)[CH:7]=[C:6]([N:13]2[CH2:14][CH2:15][N:10]([CH3:8])[CH2:11][CH2:12]2)[N:5]=1)[CH3:2]. Procedure details: 2-Diethylamino-4,6-dichloropyrimidine (10 g) is reacted with piperazine (14.45 g) in ethanol (200 ml) at reflux for 2 hr. The mixture is concentrated and the product isolated by silica gel chromatography giving 2-diethylamino-4-piperazino-6-chloropyrimidine. The 2-diethylamino-4-piperazino-6-chloropyrimidine (8 g) is heated neat at 70° for 16 hr. Then water (2.5 ml) is added and the mixture is heated at 100° for 50 hr. The mixture is chromatographed on silica gel, the appropriate fractions are p... Reactants: C(O)([O-])=O.[Na+] (sodium hydrogencarbonate), BrC1=C(C=C(N)C=C1)F (4-Bromo-3-fluoroaniline), P(Cl)(Cl)Cl (phosphorus trichloride), ClC1=CC=C(C(C(=O)O)=C1)O (5-chlorosalicylic acid). Solvent: C1(=CC=CC=C1)C (toluene). The product is BrC1=C(C=C(C=C1)NC(C1=C(C=CC(=C1)Cl)O)=O)F (N-(4-bromo-3-fluorophenyl)-5-chloro-2-hydroxybenzamide). Isolated yield 90.0%. Reaction SMILES: [Br:1][C:2]1[CH:8]=[CH:7][C:5]([NH2:6])=[CH:4][C:3]=1[F:9].P(Cl)(Cl)Cl.[Cl:14][C:15]1[CH:23]=[C:19]([C:20](O)=[O:21])[C:18]([OH:24])=[CH:17][CH:16]=1.C(=O)([O-])O.[Na+]>C1(C)C=CC=CC=1>[Br:1][C:2]1[CH:8]=[CH:7][C:5]([NH:6][C:20](=[O:21])[C:19]2[CH:23]=[C:15]([Cl:14])[CH:16]=[CH:17][C:18]=2[OH:24])=[CH:4][C:3]=1[F:9] |f:3.4|. Procedure: 4-Bromo-3-fluoroaniline (0.570 g, 3.00 mmol) and phosphorus trichloride (0.176 ml, 2.0 mmol) were added to a solution of 5-chlorosalicylic acid (0.690 g, 4.00 mmol) in toluene (30 ml), and the mixture was refluxed for 2 hours. Saturated aqueous sodium hydrogencarbonate was added to the reaction mixture, and the mixture was concentrated under reduced pressure and extracted with tetrahydrofuran. The organic layer was washed with saturated aqueous sodium hydrogencarbonate and dried over anhydrous s... Reactants: C([O-])([O-])=O.[K+].[K+] (potassium carbonate), C\C=C\C1=CC=CC=C1 (trans-β-methylstyrene), O.CC(=O)C (water acetone). Reagents/catalysts: [Fe-3](C#N)(C#N)(C#N)(C#N)(C#N)C#N.[K+].[K+].[K+] (potassium ferricyanide). Reaction conditions: time 1 hour. The product is diol, C1(=CC=CC=C1)C(C(C)O)O (1-phenyl-1,2-propane diol). Isolated yield 85.0%. As a reaction SMILES: C/C=C/[C:4]1[CH:9]=[CH:8][CH:7]=[CH:6][CH:5]=1.[C:10](=[O:13])([O-])[O-].[K+].[K+].O.[CH3:17][C:18](C)=[O:19]>[Fe-3](C#N)(C#N)(C#N)(C#N)(C#N)C#N.[K+].[K+].[K+]>[C:4]1([CH:10]([OH:13])[CH:18]([OH:19])[CH3:17])[CH:5]=[CH:6][CH:7]=[CH:8][CH:9]=1 |f:1.2.3,4.5,6.7.8.9|. Procedure details: To 3.5 ml of a water-acetone (1:1) solvent were added 66.6 mg of the osmium oxide carried by the carrier of the present invention obtained in Example 4, 21.5 mg of 1,4-bis(9-o-dihydroquinidil)phthalazine, 362.2 mg of potassium ferricyanide and 152.0 mg of potassium carbonate, followed by reacting at 30° C. for 1 hour while stirring. And 59.0 mg of trans-β-methylstyrene dissolved in 1.5 ml of a water-acetone (1:1) solvent were added to the reaction solution and followed by reacting for another 2 ...